This data is from the Open Reaction Database (ORD), a public repository of structured organic reaction records. The task is: describe an organic reaction: reactants, conditions, products, and yield Reactants: C(C)OC(C(CC1=C(C=C(C=C1)OCC1=C(N=C(S1)C1=C(C=C(C=C1)Cl)Cl)C)C)OCC)=O ([rac]-3-{4-[2-(2,4-dichloro-phenyl)-4-methyl-thiazol-5-ylmethoxy]-2-methyl-phenyl}-2-ethoxy-propionic acid ethyl ester), [Li+].[OH-] (LiOH). Yields the product ClC1=C(C=CC(=C1)Cl)C=1SC(=C(N1)C)COC1=CC(=C(C=C1)CC(C(=O)O)OCC)C ([rac]-3-{4-[2-(2,4-dichloro-phenyl)-4-methyl-thiazol-5-ylmethoxy]-2-methyl-phenyl}-2-ethoxy-propionic acid). RXN SMILES: C([O:3][C:4](=[O:33])[CH:5]([O:30][CH2:31][CH3:32])[CH2:6][C:7]1[CH:12]=[CH:11][C:10]([O:13][CH2:14][C:15]2[S:19][C:18]([C:20]3[CH:25]=[CH:24][C:23]([Cl:26])=[CH:22][C:21]=3[Cl:27])=[N:17][C:16]=2[CH3:28])=[CH:9][C:8]=1[CH3:29])C.[Li+].[OH-]>>[Cl:27][C:21]1[CH:22]=[C:23]([Cl:26])[CH:24]=[CH:25][C:20]=1[C:18]1[S:19][C:15]([CH2:14][O:13][C:10]2[CH:11]=[CH:12][C:7]([CH2:6][CH:5]([O:30][CH2:31][CH3:32])[C:4]([OH:33])=[O:3])=[C:8]([CH3:29])[CH:9]=2)=[C:16]([CH3:28])[N:17]=1 |f:1.2|. Reported procedure: In analogy to the procedure described in example 10 d], [rac]-3-{4-[2-(2,4-dichloro-phenyl)-4-methyl-thiazol-5-ylmethoxy]-2-methyl-phenyl}-2-ethoxy-propionic acid ethyl ester was treated with LiOH to obtain [rac]-3-{4-[2-(2,4-dichloro-phenyl)-4-methyl-thiazol-5-ylmethoxy]-2-methyl-phenyl}-2-ethoxy-propionic acid as colorless solid. Starting materials: NC=1C=C(C=CC1OCC1=CC=CC=C1)NC1=NC=NC(=C1)Cl (4-(3′-amino-4′benzyloxyphenyl)amino-6-chloro-pyrimidine), N1=CC=CC=C1 (pyridine), CS(=O)(=O)Cl (methane sulfonyl chloride). The solvent is ClCCl (dichloromethane). Reaction conditions: time 8 hour. The product is ClC1=CC(=NC=N1)NC=1C=CC(=C(C1)NS(=O)(=O)C)OCC1=CC=CC=C1 (N-{5-[6-chloropyrimidin-4-ylamino]-2-benzyloxy-phenyl}-methanesulfonamide). As a reaction SMILES: [NH2:1][C:2]1[CH:3]=[C:4]([NH:16][C:17]2[CH:22]=[C:21]([Cl:23])[N:20]=[CH:19][N:18]=2)[CH:5]=[CH:6][C:7]=1[O:8][CH2:9][C:10]1[CH:15]=[CH:14][CH:13]=[CH:12][CH:11]=1.N1C=CC=CC=1.[CH3:30][S:31](Cl)(=[O:33])=[O:32]>ClCCl>[Cl:23][C:21]1[N:20]=[CH:19][N:18]=[C:17]([NH:16][C:4]2[CH:5]=[CH:6][C:7]([O:8][CH2:9][C:10]3[CH:11]=[CH:12][CH:13]=[CH:14][CH:15]=3)=[C:2]([NH:1][S:31]([CH3:30])(=[O:33])=[O:32])[CH:3]=2)[CH:22]=1. Reported procedure: To a solution of 4-(3′-amino-4′benzyloxyphenyl)amino-6-chloro-pyrimidine (630 mg) in dry dichloromethane was added pyridine (8 ml) followed by methane sulfonyl chloride (0.3 ml). The mixture was stirred at room temperature overnight then evaporated under reduced pressure. The residue was dissolved in water and dichloromethane and the organic phase separated, washed with water, dried (MgSO4) and evaporated under reduced pressure. The residue was then subjected to column chromatography (SiO2;ethyl...